From a dataset of the Open Reaction Database (ORD), a public repository of structured organic reaction records. describe an organic reaction: reactants, conditions, products, and yield The product is C(C1=CC=CC=C1)[C@@H]1N(C(OC1)=O)C(\C=C(\C(F)(F)F)/C)=O ((4S)-4-benzyl-3-[(2E)-4,4,4-trifluoro-3-methyl-but-2-enoyl]-1,3-oxazolidin-2-one). The reactants are C(C1=CC=CC=C1)[C@@H]1NC(OC1)=O ((4S)-4-benzyl-1,3-oxazolidin-2-one), [Li]CCCC (BuLi), hexanes, Li, C(C1=CC=CC=C1)[C@@H]1NC(OC1)=O ((4S)-4-benzyl-1,3-oxazolidin-2-one), FC(C(=CC(=O)Cl)C)(F)F (4,4,4-trifluoro-3-methyl-2-butenoic acid chloride), O (water), C(C1=CC=CC=C1)[C@@H]1NC(OC1)=O ((4S)-4-Benzyl-1,3-oxazolidin-2-one). The yield is 84.0%. Run at temperature -45 celsius, time 2 hour. Run in CCO (EtOH), C1CCOC1 (THF). Procedure: (4S)-4-Benzyl-1,3-oxazolidin-2-one (828 g, 4.67 moles) was dissolved in 6.8 L THF and cool to −40 to −50° C. To the solution of (4S)-4-benzyl-1,3-oxazolidin-2-one, 2.5 M BuLi in hexanes (1302 g, 1880 mL, 4.70 mole, 1.01 equivalents) was added while keeping the temperature at <−40° C. To the cold solution of the Li salt of (4S)-4-benzyl-1,3-oxazolidin-2-one, 4,4,4-trifluoro-3-methyl-2-butenoic acid chloride (887 g, 5.14 moles, 1.1 equivalents) was added over 10-30 minutes, all-owing the temperatu... As a reaction SMILES: [CH2:1]([C@H:8]1[CH2:12][O:11][C:10](=[O:13])[NH:9]1)[C:2]1[CH:7]=[CH:6][CH:5]=[CH:4][CH:3]=1.[Li]CCCC.[F:19][C:20]([F:28])([F:27])[C:21]([CH3:26])=[CH:22][C:23](Cl)=[O:24].O>C1COCC1.CCO>[CH2:1]([C@H:8]1[CH2:12][O:11][C:10](=[O:13])[N:9]1[C:23](=[O:24])/[CH:22]=[C:21](\[CH3:26])/[C:20]([F:28])([F:27])[F:19])[C:2]1[CH:3]=[CH:4][CH:5]=[CH:6][CH:7]=1. Reactants: [C-]#N.[K+] (potassium cyanide), [N+](=O)([O-])C1=CC=C(C(=O)C2=CC=CC=C2)C=C1 (4-nitrobenzophenone), O (water). The solvent is CS(=O)C (dimethylsulphoxide). Run at temperature 100 celsius. The product is C(C1=CC=CC=C1)(=O)C1=CC=C(C(C#N)=C1)O (5-benzoylsalicylonitrile). Reaction SMILES: [C-:1]#[N:2].[K+].[N+]([C:7]1[CH:20]=[CH:19][C:10]([C:11]([C:13]2[CH:18]=[CH:17][CH:16]=[CH:15][CH:14]=2)=[O:12])=[CH:9][CH:8]=1)([O-])=O.[OH2:21]>CS(C)=O>[C:11]([C:10]1[CH:9]=[C:8]([C:1]#[N:2])[C:7]([OH:21])=[CH:20][CH:19]=1)(=[O:12])[C:13]1[CH:14]=[CH:15][CH:16]=[CH:17][CH:18]=1 |f:0.1|. Procedure details: A mixture of dry powdered potassium cyanide (4g.) and 4-nitrobenzophenone (2.27g) was suspended in dimethylsulphoxide (40 ml.) and heated for 4 hours at 100°C. with occasional agitation. The solution was then poured into water and the insoluble neutral fraction removed by filtration. After acidification the filtrate was extracted with ether and the 5-benzoylsalicylonitrile thus obtained was crystallised from aqueous ethanol to give needles, m.p. 185°-186°C. Starting materials: CN(C1CCOCC1)CC1=CC=C(C=C1)NC(=O)C=1CCS(C2=C(C1)C=C(C=C2)C2=CC=C(C=C2)OCCOCCC)(=O)=O (N-[4-[N-methyl-N-(tetrahydropyran-4-yl)aminomethyl]phenyl]-7-[4-(2-propoxyethoxy)phenyl]-1,1-dioxo-2,3-dihydro-1-benzothiepine-4-carboxamide), CS(=O)(=O)O (methanesulfonic acid). Solvent: C(C)O (ethanol). Reaction conditions: time 1 hour. Product: CS(=O)(=O)O.CN(C1CCOCC1)CC1=CC=C(C=C1)NC(=O)C=1CCS(C2=C(C1)C=C(C=C2)C2=CC=C(C=C2)OCCOCCC)(=O)=O (N-[4-[N-methyl-N-(tetrahydropyran-4-yl)aminomethyl]phenyl]-7-[4-(2-propoxyethoxy)phenyl]-1,1-dioxo-2,3-dihydro-1-benzothiepine-4-carboxamide methanesulfonate). Reaction SMILES: [CH3:1][N:2]([CH2:9][C:10]1[CH:15]=[CH:14][C:13]([NH:16][C:17]([C:19]2[CH2:20][CH2:21][S:22](=[O:44])(=[O:43])[C:23]3[CH:29]=[CH:28][C:27]([C:30]4[CH:35]=[CH:34][C:33]([O:36][CH2:37][CH2:38][O:39][CH2:40][CH2:41][CH3:42])=[CH:32][CH:31]=4)=[CH:26][C:24]=3[CH:25]=2)=[O:18])=[CH:12][CH:11]=1)[CH:3]1[CH2:8][CH2:7][O:6][CH2:5][CH2:4]1.[CH3:45][S:46]([OH:49])(=[O:48])=[O:47]>C(O)C>[CH3:45][S:46]([OH:49])(=[O:48])=[O:47].[CH3:1][N:2]([CH2:9][C:10]1[CH:11]=[CH:12][C:13]([NH:16][C:17]([C:19]2[CH2:20][CH2:21][S:22](=[O:44])(=[O:43])[C:23]3[CH:29]=[CH:28][C:27]([C:30]4[CH:31]=[CH:32][C:33]([O:36][CH2:37][CH2:38][O:39][CH2:40][CH2:41][CH3:42])=[CH:34][CH:35]=4)=[CH:26][C:24]=3[CH:25]=2)=[O:18])=[CH:14][CH:15]=1)[CH:3]1[CH2:4][CH2:5][O:6][CH2:7][CH2:8]1 |f:3.4|. Reported procedure: To a suspension of N-[4-[N-methyl-N-(tetrahydropyran-4-yl)aminomethyl]phenyl]-7-[4-(2-propoxyethoxy)phenyl]-1,1-dioxo-2,3-dihydro-1-benzothiepine-4-carboxamide (0.80 g) in ethanol (50 ml) was added at room temperature methanesulfonic acid (84 μl), and the mixture was stirred for 1 hour and concentrated under reduced pressure. The residue was crystallized from 2-propanol to give colorless crystals of N-[4-[N-methyl-N-(tetrahydropyran-4-yl)aminomethyl]phenyl]-7-[4-(2-propoxyethoxy)phenyl]-1,1-diox... Starting materials: C(=O)(O)[O-].[Na+] (NaHCO3), ClC(=O)OC(=C)C (isopropenyl chloroformate), Cl.NC1CCOCC1 (4-aminotetrahydropyran hydrochloride). Solvent: CCOC(=O)C (EtOAc). Run at time 2 hour. The product is C=C(C)OC(NC1CCOCC1)=O (prop-1-en-2-yl(tetrahydro-2H-pyran-4-yl)carbamate). The yield is 89.1%. RXN SMILES: Cl.[NH2:2][CH:3]1[CH2:8][CH2:7][O:6][CH2:5][CH2:4]1.C([O-])(O)=O.[Na+].Cl[C:15]([O:17][C:18]([CH3:20])=[CH2:19])=[O:16]>CCOC(C)=O>[CH2:19]=[C:18]([O:17][C:15](=[O:16])[NH:2][CH:3]1[CH2:8][CH2:7][O:6][CH2:5][CH2:4]1)[CH3:20] |f:0.1,2.3|. Procedure: A biphasic mixture of 4-aminotetrahydropyran hydrochloride (1.0 g, 7.27 mmol) in EtOAc (20 mL) and satd. NaHCO3 (20 mL) was treated with isopropenyl chloroformate (0.874 mL, 7.99 mmol), stirred at RT for 2 h and the layers separated. The aqueous layer was extracted with EtOAc (1×) and the combined organics were washed with brine, dried over Na2SO4 and concentrated to dryness to afford prop-1-en-2-yl(tetrahydro-2H-pyran-4-yl)carbamate (1.2 g, 89%). 1H NMR (400 MHz, DMSO-d6): δ 7.48 (d, J=7.7 Hz, ... Reactants: ClC(COC(=O)C1=C(C(=NN1C=1C=CC(=NC1)C)C(C)(C)C)N)(Cl)Cl (5-(2,2,2-trichloroethoxycarbonyl)-amino3-t-butyl-1-(2-methylpyridin-5-yl)pyrazole), NC1=CC=C(C2=CC=CC=C12)OCC1=CC=NC=C1 (1-amino-4-(pyridin-4-ylmethoxy)naphthalene), C(C)(C)N(CC)C(C)C (diisopropylethylamine), CS(=O)C (DMSO). Solvent: C(C)(=O)OCC (ethyl acetate). Run at time 5 hour. The product is C(C)(C)(C)C1=NN(C(=C1)NC(=O)NC1=CC=C(C2=CC=CC=C12)OCC1=CC=NC=C1)C=1C=CC(=NC1)C (1-[3-tert-butyl-1-(2-methylpyrdin-5-yl)-1H-pyrazol-5-yl]-3-[4-(pyridin-4-yl-methoxy)naphthalen-1-yl]-urea). RXN SMILES: ClC(Cl)(Cl)COC([C:7]1[N:11]([C:12]2[CH:13]=[CH:14][C:15]([CH3:18])=[N:16][CH:17]=2)[N:10]=[C:9]([C:19]([CH3:22])([CH3:21])[CH3:20])[C:8]=1N)=O.[NH2:26][C:27]1[C:36]2[C:31](=[CH:32][CH:33]=[CH:34][CH:35]=2)[C:30]([O:37][CH2:38][C:39]2[CH:44]=[CH:43][N:42]=[CH:41][CH:40]=2)=[CH:29][CH:28]=1.C([N:48]([CH:51](C)C)CC)(C)C.CS(C)=[O:56]>C(OCC)(=O)C>[C:19]([C:9]1[CH:8]=[C:7]([NH:48][C:51]([NH:26][C:27]2[C:36]3[C:31](=[CH:32][CH:33]=[CH:34][CH:35]=3)[C:30]([O:37][CH2:38][C:39]3[CH:44]=[CH:43][N:42]=[CH:41][CH:40]=3)=[CH:29][CH:28]=2)=[O:56])[N:11]([C:12]2[CH:13]=[CH:14][C:15]([CH3:18])=[N:16][CH:17]=2)[N:10]=1)([CH3:20])([CH3:21])[CH3:22]. Procedure: A solution of 5-(2,2,2-trichloroethoxycarbonyl)-amino3-t-butyl-1-(2-methylpyridin-5-yl)pyrazole (26 mmol), 1-amino-4-(pyridin-4-ylmethoxy)naphthalene (26 mmol), diisopropylethylamine (25 mmol) and DMSO (75 mL) is heated to 55-90° C. and held for 2-8 h. To this solution, ethyl acetate (100 mL) is added. The organic layer is washed with brine (4×50 mL), and dried over MgSO4. The solvent is removed under reduced pressure, and residue is crystallized from a suitable solvent such as acetonitrile (50 ... Reactants: BrCC=1C=C(C=CC1)C=1C=C(C2=C(N1)N(N=C2)C(C)C)C(=O)NCC=2C(NC(=CC2C)C)=O (6-(3-(Bromomethyl)phenyl)-N-((4,6-dimethyl-2-oxo-1,2-dihydropyridin-3-yl)methyl)-1-isopropyl-1H-pyrazolo[3,4-b]pyridine-4-carboxamide), CN(CCCNC)C (N1,N1,N3-trimethylpropane-1,3-diamine). The solvent is CN(C)C=O (DMF). Reaction conditions: time 8 hour. The product is CC1=C(C(NC(=C1)C)=O)CNC(=O)C=1C2=C(N=C(C1)C1=CC(=CC=C1)CN(C)CCCN(C)C)N(N=C2)C(C)C (N-((4,6-dimethyl-2-oxo-1,2-dihydropyridin-3-yl)methyl)-6-(3-(((3-(dimethylamino)propyl)(methyl)amino)methyl)phenyl)-1-isopropyl-1H-pyrazolo[3,4-b]pyridine-4-carboxamide). The yield is 25.0%. RXN SMILES: Br[CH2:2][C:3]1[CH:4]=[C:5]([C:9]2[CH:10]=[C:11]([C:21]([NH:23][CH2:24][C:25]3[C:26](=[O:33])[NH:27][C:28]([CH3:32])=[CH:29][C:30]=3[CH3:31])=[O:22])[C:12]3[CH:17]=[N:16][N:15]([CH:18]([CH3:20])[CH3:19])[C:13]=3[N:14]=2)[CH:6]=[CH:7][CH:8]=1.[CH3:34][N:35]([CH3:41])[CH2:36][CH2:37][CH2:38][NH:39][CH3:40]>CN(C=O)C>[CH3:31][C:30]1[CH:29]=[C:28]([CH3:32])[NH:27][C:26](=[O:33])[C:25]=1[CH2:24][NH:23][C:21]([C:11]1[C:12]2[CH:17]=[N:16][N:15]([CH:18]([CH3:19])[CH3:20])[C:13]=2[N:14]=[C:9]([C:5]2[CH:6]=[CH:7][CH:8]=[C:3]([CH2:2][N:39]([CH2:38][CH2:37][CH2:36][N:35]([CH3:41])[CH3:34])[CH3:40])[CH:4]=2)[CH:10]=1)=[O:22]. Procedure: 6-(3-(Bromomethyl)phenyl)-N-((4,6-dimethyl-2-oxo-1,2-dihydropyridin-3-yl)methyl)-1-isopropyl-1H-pyrazolo[3,4-b]pyridine-4-carboxamide (1 equiv.) was suspended in DMF and N1,N1,N3-trimethylpropane-1,3-diamine (5 equiv.) was added to it. The reaction mixture was stirred at room temperature for overnight. On completion of reaction, solvent was removed under reduced pressure and the residue was purified by prep. HPLC chromatography to provide the desired compound (25% yield). LCMS: 544.30 (M+1)+; HP...